This data is from the Open Reaction Database (ORD), a public repository of structured organic reaction records. The task is: describe an organic reaction: reactants, conditions, products, and yield Starting materials: CC(C)C[Al+]CC(C)C, CCOC(=O)c1oc2ccccc2c1C, ClCCl, Cl, [H-], [Na+], [Na+], C1CCOC1, O=S([O-])[O-], Cc1ccccc1. Yields the product Cc1c(C=O)oc2ccccc12. Reaction SMILES: [CH2:24]([Al+:25][CH2:26][CH:27]([CH3:28])[CH3:29])[CH:30]([CH3:31])[CH3:32].[CH3:1][c:2]1[c:3]([C:11](=[O:12])[O:13][CH2:14][CH3:15])[o:4][c:5]2[c:6]1[cH:7][cH:8][cH:9][cH:10]2.[Cl:45][CH2:46][Cl:47].[ClH:33].[H-:23].[Na+:38].[Na+:39].[O:40]1[CH2:41][CH2:42][CH2:43][CH2:44]1.[S:34]([O-:35])([O-:36])=[O:37].[c:16]1([CH3:17])[cH:18][cH:19][cH:20][cH:21][cH:22]1>>[CH3:1][c:2]1[c:3]([CH:11]=[O:12])[o:4][c:5]2[c:6]1[cH:7][cH:8][cH:9][cH:10]2. Starting materials: C(C1=CC=CC=C1)N1CC=2N=CNC(C2CC1)=O (7-Benzyl-5,6,7,8-tetrahydropyrido[3,4-d]pyrimidin-4(3H)-one). Reagents/catalysts: [OH-].[Pd+2].[OH-] (palladium hydroxide). Run in CO (methanol). Conditions: time 3 day. The product is N1=CNC(C2=C1CNCC2)=O (5,6,7,8-Tetrahydropyrido[3,4-d]pyrimidin-4(3H)-one). The yield is 96.0%. As a reaction SMILES: C([N:8]1[CH2:17][CH2:16][C:15]2[C:14](=[O:18])[NH:13][CH:12]=[N:11][C:10]=2[CH2:9]1)C1C=CC=CC=1>CO.[OH-].[Pd+2].[OH-]>[N:11]1[C:10]2[CH2:9][NH:8][CH2:17][CH2:16][C:15]=2[C:14](=[O:18])[NH:13][CH:12]=1 |f:2.3.4|. Reported procedure: 7-Benzyl-5,6,7,8-tetrahydropyrido[3,4-d]pyrimidin-4(3H)-one (1.5 g, 6.2 mmol) was dissolved in methanol (25 mL) and palladium hydroxide was added (1.5 g, 20% wt). The mixture was shaken on a Parr Shaker under H2(g) atmosphere (60 PSI) for 3 days. The mixture was filtered through celite and evaporated to give 0.9 g of material as a yellow solid (96%), which was used as such for the next step. Reactants: ClC1=C(C(=NC2=CC=C(C=C12)I)C)S(=O)(=O)C (4-Chloro-6-iodo-3-methanesulfonyl-2-methyl-quinoline), compound, N1CCOCC1 (morpholine), C(C)(C)N(C(C)C)CC (N,N-diisopropyl ethyl amine). Solvent: CN(C=O)C (N,N-dimethylformamide). The product is IC=1C=C2C(=C(C(=NC2=CC1)C)S(=O)(=O)C)N1CCOCC1 (6-Iodo-3-methanesulfonyl-2-methyl-4-morpholin-4-yl-quinoline). Isolated yield 80.6%. Reaction SMILES: Cl[C:2]1[C:11]2[C:6](=[CH:7][CH:8]=[C:9]([I:12])[CH:10]=2)[N:5]=[C:4]([CH3:13])[C:3]=1[S:14]([CH3:17])(=[O:16])=[O:15].[NH:18]1[CH2:23][CH2:22][O:21][CH2:20][CH2:19]1.C(N(CC)C(C)C)(C)C>CN(C)C=O>[I:12][C:9]1[CH:10]=[C:11]2[C:6](=[CH:7][CH:8]=1)[N:5]=[C:4]([CH3:13])[C:3]([S:14]([CH3:17])(=[O:16])=[O:15])=[C:2]2[N:18]1[CH2:23][CH2:22][O:21][CH2:20][CH2:19]1. Procedure details: 4-Chloro-6-iodo-3-methanesulfonyl-2-methyl-quinoline (compound of example D.2) (1 g, 2.62 mmol), morpholine (274 mg, 3.1 mmol) and N,N-diisopropyl ethyl amine (406 mg, 3.1 mmol) were heated at 100° C. in dry N,N-dimethylformamide (10 mL) for 30 min. The reaction mixture was evaporated to dryness, and the residue extracted with dichloromethane, 10% Na2CO3 and sat. NaCl. The crude product was purified by chromatography on silica gel in dichloromethane/ethyl acetate 5:1. One obtained 913 mg (80%) o... Starting materials: O=C(NCC(F)(F)F)C1(CCCCBr)c2ccccc2-c2ccccc21, Fc1ccc(N2CCNCC2)cc1. Product: O=C(NCC(F)(F)F)C1(CCCCN2CCN(c3ccc(F)cc3)CC2)c2ccccc2-c2ccccc21. As a reaction SMILES: [F:14][C:15]([CH2:16][NH:17][C:18](=[O:19])[C:20]1([CH2:33][CH2:34][CH2:35][CH2:36][Br:37])[c:21]2[cH:22][cH:23][cH:24][cH:25][c:26]2-[c:27]2[cH:28][cH:29][cH:30][cH:31][c:32]21)([F:38])[F:39].[F:1][c:2]1[cH:3][cH:4][c:5]([N:8]2[CH2:9][CH2:10][NH:11][CH2:12][CH2:13]2)[cH:6][cH:7]1>>[F:1][c:2]1[cH:3][cH:4][c:5]([N:8]2[CH2:9][CH2:10][N:11]([CH2:36][CH2:35][CH2:34][CH2:33][C:20]3([C:18]([NH:17][CH2:16][C:15]([F:14])([F:38])[F:39])=[O:19])[c:21]4[cH:22][cH:23][cH:24][cH:25][c:26]4-[c:27]4[cH:28][cH:29][cH:30][cH:31][c:32]43)[CH2:12][CH2:13]2)[cH:6][cH:7]1. Starting materials: CC(C)(C)OC(=O)CBr, CCCC[N+](CCCC)(CCCC)CCCC, Clc1ncc[nH]1, O=S(=O)([O-])O. Yields the product CC(C)(C)OC(=O)Cn1ccnc1Cl. RXN SMILES: [Br:7][CH2:8][C:9](=[O:10])[O:11][C:12]([CH3:13])([CH3:14])[CH3:15].[CH2:21]([N+:22]([CH2:23][CH2:24][CH2:25][CH3:26])([CH2:27][CH2:28][CH2:29][CH3:30])[CH2:31][CH2:32][CH2:33][CH3:34])[CH2:35][CH2:36][CH3:37].[Cl:1][c:2]1[nH:3][cH:4][cH:5][n:6]1.[S:16]([O-:17])([OH:18])(=[O:19])=[O:20]>>[Cl:1][c:2]1[n:3]([CH2:8][C:9](=[O:10])[O:11][C:12]([CH3:13])([CH3:14])[CH3:15])[cH:4][cH:5][n:6]1.